Dataset: the Open Reaction Database (ORD), a public repository of structured organic reaction records. Task: describe an organic reaction: reactants, conditions, products, and yield Starting materials: CO, O=C[O-], [NH4+], c1ccc(CN2CCC(COc3nc4c(n3-c3ccccc3)CCCC4)CC2)cc1. Product: c1ccc(-n2c(OCC3CCNCC3)nc3c2CCCC3)cc1. Reaction SMILES: [CH3:35][OH:36].[CH:31]([O-:32])=[O:33].[NH4+:34].[c:1]1(-[n:7]2[c:8]([O:16][CH2:17][CH:18]3[CH2:19][CH2:20][N:21]([CH2:24][c:25]4[cH:26][cH:27][cH:28][cH:29][cH:30]4)[CH2:22][CH2:23]3)[n:9][c:10]3[c:11]2[CH2:12][CH2:13][CH2:14][CH2:15]3)[cH:2][cH:3][cH:4][cH:5][cH:6]1>>[c:1]1(-[n:7]2[c:8]([O:16][CH2:17][CH:18]3[CH2:19][CH2:20][NH:21][CH2:22][CH2:23]3)[n:9][c:10]3[c:11]2[CH2:12][CH2:13][CH2:14][CH2:15]3)[cH:2][cH:3][cH:4][cH:5][cH:6]1. The reactants are N1=C(C=CC2=CC=CC=C12)C(=O)O (quinolinecarboxylic acid), C(=O)(N1C=NC=C1)N1C=NC=C1 (carbonyldiimidazole), CN(C=O)C (dimethylformamide), C(C)#N (acetonitrile). Conditions: time 8 hour. The product is [N-]1C=NC=C1.C(C)NC(=O)NC=1C=C2C=C(C(NC2=CC1)=O)C(=O)O (6-[[(ethylamino)carbonyl]amino]-1,2-dihydro-2-oxo-3-quinolinecarboxylic acid imidazolide). As a reaction SMILES: [N:1]1[C:10]2[C:5](=CC=C[CH:9]=2)[CH:4]=[CH:3][C:2]=1[C:11]([OH:13])=[O:12].[C:14]([N:21]1[CH:25]=[CH:24]N=C1)([N:16]1[CH:20]=[CH:19][N:18]=[CH:17]1)=[O:15].CN(C)[CH:28]=[O:29].[C:31](#[N:33])[CH3:32]>>[N-:16]1[CH:20]=[CH:19][N:18]=[CH:17]1.[CH2:31]([NH:33][C:28]([NH:1][C:10]1[CH:5]=[C:4]2[C:25](=[CH:24][CH:9]=1)[NH:21][C:14](=[O:15])[C:2]([C:11]([OH:13])=[O:12])=[CH:3]2)=[O:29])[CH3:32] |f:4.5|. Procedure details: A mixture of 5.07 g (18.4 mmol) of the above quinolinecarboxylic acid, 5.97 g (36.8 mmol) carbonyldiimidazole, and 70 ml dimethylformamide is heated at 48° to 49° for 45 minutes and is stirred at room temperature overnight. The mixture is diluted with 150 ml of acetonitrile and filtered to yield 5.73 g of 6-[[(ethylamino)carbonyl]amino]-1,2-dihydro-2-oxo-3-quinolinecarboxylic acid imidazolide. Reactants: ClC1=C(C(=CC=C1)Cl)N1C(N(C2=NC(=NC=C2C1)S(=O)(=O)C)C1=CC=CC=C1)=O (3-(2,6-dichlorophenyl)-7-methanesulfonyl-3,4-dihydro-1-phenylpyrimido[4,5-d]pyrimidin-2(1H)-one), C(C)OC1=CC=C(N)C=C1 (4-ethoxyaniline). Run at temperature 90 celsius. Product: ClC1=C(C(=CC=C1)Cl)N1C(N(C2=NC(=NC=C2C1)NC1=CC=C(C=C1)OCC)C1=CC=CC=C1)=O (3-(2,6-dichlorophenyl)-7-(4-ethoxyanilino)-3,4-dihydro-1-phenylpyrimido[4,5-d]pyrimidin-2(1H)-one). Yield: 71.1%. Reaction SMILES: [Cl:1][C:2]1[CH:7]=[CH:6][CH:5]=[C:4]([Cl:8])[C:3]=1[N:9]1[CH2:18][C:17]2[C:12](=[N:13][C:14](S(C)(=O)=O)=[N:15][CH:16]=2)[N:11]([C:23]2[CH:28]=[CH:27][CH:26]=[CH:25][CH:24]=2)[C:10]1=[O:29].[CH2:30]([O:32][C:33]1[CH:39]=[CH:38][C:36]([NH2:37])=[CH:35][CH:34]=1)[CH3:31]>>[Cl:1][C:2]1[CH:7]=[CH:6][CH:5]=[C:4]([Cl:8])[C:3]=1[N:9]1[CH2:18][C:17]2[C:12](=[N:13][C:14]([NH:37][C:36]3[CH:38]=[CH:39][C:33]([O:32][CH2:30][CH3:31])=[CH:34][CH:35]=3)=[N:15][CH:16]=2)[N:11]([C:23]2[CH:28]=[CH:27][CH:26]=[CH:25][CH:24]=2)[C:10]1=[O:29]. Procedure details: A mixture of 158 mg (0.35 mmol) of 3-(2,6-dichlorophenyl)-7-methanesulfonyl-3,4-dihydro-1-phenylpyrimido[4,5-d]pyrimidin-2(1H)-one (prepared in Example 7) and 250 μl (1.9 mmol) of 4-ethoxyaniline were heated at 90° C. for 2 hours. The reaction mixture was partitioned between dichloromethane (10 ml) and 2M hydrochloric acid (10 ml) and the dichloromethane layer separated, washed with saturated aqueous sodium bicarbonate (10 ml), dried over magnesium sulfate, filtered and evaporated. The crude mat... Starting materials: C(C)SC=1C(=NC=CC1)C1=NC=2C(=NC=C(C2)I)N1C (2-(3-ethylsulfanyl-pyridin-2-yl)-6-iodo-3-methyl-3H-imidazo[4,5-b]pyridine), FC(C(C(=O)[O-])(F)F)(F)F.[Na+] (sodium pentafluoropropionate), N (ammonia), C(O)([O-])=O.[Na+] (sodium hydrogen carbonate). The reagents and catalysts are [Cu](I)I (copper iodide). Solvent: C=1(C(=CC=CC1)C)C (xylene), CN1CCCC1=O (NMP). Conditions: temperature 150 celsius. Product: C(C)SC=1C(=NC=CC1)C1=NC=2C(=NC=C(C2)C(C(F)(F)F)(F)F)N1C (2-(3-ethylsulfanyl-pyridin-2-yl)-3-methyl-6-pentafluoroethyl-3H-imidazo[4,5-b]pyridine). Isolated yield 37.0%. RXN SMILES: [CH2:1]([S:3][C:4]1[C:5]([C:10]2[N:19]([CH3:20])[C:13]3=[N:14][CH:15]=[C:16](I)[CH:17]=[C:12]3[N:11]=2)=[N:6][CH:7]=[CH:8][CH:9]=1)[CH3:2].[F:21][C:22]([F:30])([F:29])[C:23]([F:28])([F:27])C([O-])=O.[Na+].N.C(=O)([O-])O.[Na+]>[Cu](I)I.C1(C)C(C)=CC=CC=1.CN1C(=O)CCC1>[CH2:1]([S:3][C:4]1[C:5]([C:10]2[N:19]([CH3:20])[C:13]3=[N:14][CH:15]=[C:16]([C:23]([F:28])([F:27])[C:22]([F:30])([F:29])[F:21])[CH:17]=[C:12]3[N:11]=2)=[N:6][CH:7]=[CH:8][CH:9]=1)[CH3:2] |f:1.2,4.5|. Procedure details: A mixture of 2-(3-ethylsulfanyl-pyridin-2-yl)-6-iodo-3-methyl-3H-imidazo[4,5-b]pyridine (835 mg), sodium pentafluoropropionate (2.0 g), copper iodide (2.0 g), NMP (10 ml) and xylene (50 ml) was stirred while heating to 150° C. for 8 hours. After allowing to cool to room temperature, to the reaction mixture were added 40% aqueous ammonia solution and saturated aqueous sodium hydrogen carbonate solution and the mixture was extracted with ethyl acetate. The organic layer was dried over sodium sulfa... Reactants: FC1=C(OC2=CC3=CC[C@H]4[C@@H]5CC=C([C@@]5(C)CC[C@@H]4[C@]3(CC2)C)C=2C=NC=CC2)C(=C(C(=C1F)C(F)(F)F)F)F (3-[2,3,5,6-tetrafluoro-4-(trifluoromethyl)phenoxy]-17-(3-pyridyl)androsta-3,5,16-triene), C(C)O (ethanol), [OH-].[Na+] (sodium hydroxide), Cl (hydrochloric acid). Solvent: C1CCOC1 (THF), O (water). Run at temperature 65 celsius, time 48 hour. Yields the product N1=CC(=CC=C1)C=1[C@]2(C)[C@@H](CC1)[C@@H]1CCC3=CC(CC[C@]3(C)[C@H]1CC2)=O (17-(3-Pyridyl)androsta-4,16-dien-3-one). Yield: 71.0%. As a reaction SMILES: FC1C(F)=C(C(F)(F)F)C(F)=C(F)C=1[O:4][C:5]1[CH2:22][CH2:21][C@@:20]2([CH3:23])[C:7](=[CH:8][CH2:9][C@@H:10]3[C@@H:19]2[CH2:18][CH2:17][C@@:15]2([CH3:16])[C@H:11]3[CH2:12][CH:13]=[C:14]2[C:24]2[CH:25]=[N:26][CH:27]=[CH:28][CH:29]=2)[CH:6]=1.C(O)C.Cl.[OH-].[Na+]>C1COCC1.O>[N:26]1[CH:27]=[CH:28][CH:29]=[C:24]([C:14]2[C@:15]3([CH2:17][CH2:18][C@H:19]4[C@@H:10]([CH2:9][CH2:8][C:7]5[C@:20]4([CH3:23])[CH2:21][CH2:22][C:5](=[O:4])[CH:6]=5)[C@@H:11]3[CH2:12][CH:13]=2)[CH3:16])[CH:25]=1 |f:3.4|. Procedure: To a solution of 3-[2,3,5,6-tetrafluoro-4-(trifluoromethyl)phenoxy]-17-(3-pyridyl)androsta-3,5,16-triene (0.423 g, 0.75 mmol) in THF (5 ml) was added ethanol (5 ml) followed by aqueous hydrochloric acid (1M, 5 ml) and the mixture heated, with stirring, by an oil bath at 65° C. for 48 h and allowed to cool. The mixture was poured into water (20 ml), neutralised with aqueous sodium hydroxide (1M), and extracted with diethyl ether (3×30 ml). The ether extracts were combined, dried (Na2CO3), and con... Reaction conditions: temperature 100 celsius. Reactants: C(=O)([O-])[O-].[Cs+].[Cs+] (Cs2CO3), CC1(N2CCC[C@H]2C[C@H](C1)NC1=NC(=NC=C1C#N)NC1=C(C=C(C(=C1)N1N=NN(C1=O)C)O)F)C (4-((7R,8aS)-octahydro-5,5-dimethylindolizin-7-ylamino)-2-(5-(4,5-dihydro-4-methyl-5-oxotetrazol-1-yl)-2-fluoro-4-hydroxyl-phenylamino)pyrimidine-5-carbonitrile), IC[C@@H](C)O (3-iodo-2-(R)-propanol). Yield: 23.8%. As a reaction SMILES: [CH3:1][C:2]1([CH3:36])[CH2:10][C@H:9]([NH:11][C:12]2[C:17]([C:18]#[N:19])=[CH:16][N:15]=[C:14]([NH:20][C:21]3[CH:26]=[C:25]([N:27]4[C:31](=[O:32])[N:30]([CH3:33])[N:29]=[N:28]4)[C:24]([OH:34])=[CH:23][C:22]=3[F:35])[N:13]=2)[CH2:8][C@H:7]2[N:3]1[CH2:4][CH2:5][CH2:6]2.C([O-])([O-])=O.[Cs+].[Cs+].I[CH2:44][C@H:45]([OH:47])[CH3:46]>CN(C)C(=O)C>[CH3:1][C:2]1([CH3:36])[CH2:10][C@H:9]([NH:11][C:12]2[C:17]([C:18]#[N:19])=[CH:16][N:15]=[C:14]([NH:20][C:21]3[CH:26]=[C:25]([N:27]4[C:31](=[O:32])[N:30]([CH3:33])[N:29]=[N:28]4)[C:24]([O:34][CH2:44][C@H:45]([OH:47])[CH3:46])=[CH:23][C:22]=3[F:35])[N:13]=2)[CH2:8][C@H:7]2[N:3]1[CH2:4][CH2:5][CH2:6]2 |f:1.2.3|. Product: CC1(N2CCC[C@H]2C[C@H](C1)NC1=NC(=NC=C1C#N)NC1=C(C=C(C(=C1)N1N=NN(C1=O)C)OC[C@@H](C)O)F)C (4-((7R,8aS)-octahydro-5,5-dimethylindolizin-7-ylamino)-2-(4-((R)-2-hydroxypropoxy)-2-fluoro-5-(4,5-dihydro-4-methyl-5-oxotetrazol-1-yl)phenylamino)pyrimidine-5-carbonitrile). Run in CN(C(C)=O)C (N,N-dimethylacetamide). Procedure: 4-((7R,8aS)-octahydro-5,5-dimethylindolizin-7-ylamino)-2-(5-(4,5-dihydro-4-methyl-5-oxotetrazol-1-yl)-2-fluoro-4-hydroxyl-phenylamino)pyrimidine-5-carbonitrile (467 mg, 1.0 eq.) was added to N,N-dimethylacetamide (4.7 ml, 0.2M), followed by Cs2CO3 (922 mg, 3.0 eq.) and 3-iodo-2-(R)-propanol (0.88 g, 5.0 eq.) and heated at 100° C. under nitrogen overnight. It was cooled to room temperature and concentrated under reduced pressure. The residue was treated with ethyl acetate (10 ml) and treated with... Starting materials: O1CCOCC1.Cl (HCl dioxane), ClC=1C=CC(=C(C1)C1=NN(C=C1NC(=O)C=1C=NN2C1N=CC=C2)CCN2CCC(CC2)NC(OC(C)(C)C)=O)OC(F)F (tert-butyl N-[1-(2-[3-[5-chloro-2-(difluoromethoxy)phenyl]-4-[pyrazolo[1,5-a]pyrimidine-3-amido]-1H-pyrazol-1-yl]ethyl)piperidin-4-yl]carbamate). Conditions: time 8 hour. The product is NC1CCN(CC1)CCN1N=C(C(=C1)NC(=O)C=1C=NN2C1N=CC=C2)C2=C(C=CC(=C2)Cl)OC(F)F (N-[1-[2-(4-aminopiperidin-1-yl)ethyl]-3-[5-chloro-2-(difluoromethoxy)phenyl]-1H-pyrazol-4-yl]pyrazolo[1,5-a]pyrimidine-3-carboxamide). Isolated yield 98.7%. As a reaction SMILES: O1CCOCC1.Cl.[Cl:8][C:9]1[CH:10]=[CH:11][C:12]([O:48][CH:49]([F:51])[F:50])=[C:13]([C:15]2[C:19]([NH:20][C:21]([C:23]3[CH:24]=[N:25][N:26]4[CH:31]=[CH:30][CH:29]=[N:28][C:27]=34)=[O:22])=[CH:18][N:17]([CH2:32][CH2:33][N:34]3[CH2:39][CH2:38][CH:37]([NH:40]C(=O)OC(C)(C)C)[CH2:36][CH2:35]3)[N:16]=2)[CH:14]=1>>[NH2:40][CH:37]1[CH2:38][CH2:39][N:34]([CH2:33][CH2:32][N:17]2[CH:18]=[C:19]([NH:20][C:21]([C:23]3[CH:24]=[N:25][N:26]4[CH:31]=[CH:30][CH:29]=[N:28][C:27]=34)=[O:22])[C:15]([C:13]3[CH:14]=[C:9]([Cl:8])[CH:10]=[CH:11][C:12]=3[O:48][CH:49]([F:51])[F:50])=[N:16]2)[CH2:35][CH2:36]1 |f:0.1|. Reported procedure: Saturated HCl dioxane solution (15 mL) was added to tert-butyl N-[1-(2-[3-[5-chloro-2-(difluoromethoxy)phenyl]-4-[pyrazolo[1,5-a]pyrimidine-3-amido]-1H-pyrazol-1-yl]ethyl)piperidin-4-yl]carbamate (400 mg, 0.63 mmol). The resulting solution was stirred at room temperature overnight and concentrated under vacuum. The pH value of the remaining solution was adjusted to 8-9 with saturated aqueous Na2CO3. The resulting mixture was concentrated under vacuum. The residue was purified by flash chromatogr...